Dataset: the Open Reaction Database (ORD), a public repository of structured organic reaction records. Task: describe an organic reaction: reactants, conditions, products, and yield Product: N(CC(=O)N1[C@H](C(=O)N2[C@H](C(=O)O)C[C@@H](O)C2)CCC1)C(=O)OCC1C2=CC=CC=C2C2=CC=CC=C12 (Fmoc-Gly-Pro-Hyp). Conditions: temperature 4 celsius, time 21 hour. Procedure: Fmoc-Gly-Pro-Hyp was synthesized from Gly-Pro-Hyp as follows: 3.0 g Gly-Pro-Hyp (10.5 mmol) was dissolved in 54 mL Na2CO3 --H2O (1:9) and stored at 4° C. 4.05 g 9-fluorenylmethyl succinimidyl carbonate (12.0 mmol) was dissolved in 45 mL dimethoxyethane and stirred at 4° C. The aqueous Na2CO3 solution was added slowly to the dimethoxyethane solution, and the reaction proceeded for 2.5 h at 4° C. and 21 h at room temperature. The solution was filtered, and 360 mL H2O was added to the filtrate. The... The solvent is C(=O)([O-])[O-].[Na+].[Na+].O (Na2CO3 H2O), C(OC)COC (dimethoxyethane), C(OC)COC (dimethoxyethane). Reactants: NCC(=O)N1[C@H](C(=O)N2[C@H](C(=O)O)C[C@@H](O)C2)CCC1 (Gly-Pro-Hyp), NCC(=O)N1[C@H](C(=O)N2[C@H](C(=O)O)C[C@@H](O)C2)CCC1 (Gly-Pro-Hyp), C(OCC1C2=CC=CC=C2C=2C=CC=CC12)(ON1C(CCC1=O)=O)=O (9-fluorenylmethyl succinimidyl carbonate), C(=O)([O-])[O-].[Na+].[Na+] (Na2CO3). Reaction SMILES: [NH2:1][CH2:2][C:3]([N:5]1[CH2:20][CH2:19][CH2:18][C@H:6]1[C:7]([N:9]1[CH2:17][C@H:15]([OH:16])[CH2:14][C@H:10]1[C:11]([OH:13])=[O:12])=[O:8])=[O:4].[C:21](=O)([O:37]N1C(=O)CCC1=O)[O:22][CH2:23][CH:24]1[C:36]2[CH:35]=[CH:34][CH:33]=[CH:32][C:31]=2[C:30]2[C:25]1=[CH:26][CH:27]=[CH:28][CH:29]=2.C([O-])([O-])=O.[Na+].[Na+]>C([O-])([O-])=O.[Na+].[Na+].O.C(COC)OC>[NH:1]([C:21]([O:22][CH2:23][CH:24]1[C:25]2[C:30](=[CH:29][CH:28]=[CH:27][CH:26]=2)[C:31]2[C:36]1=[CH:35][CH:34]=[CH:33][CH:32]=2)=[O:37])[CH2:2][C:3]([N:5]1[CH2:20][CH2:19][CH2:18][C@H:6]1[C:7]([N:9]1[CH2:17][C@H:15]([OH:16])[CH2:14][C@H:10]1[C:11]([OH:13])=[O:12])=[O:8])=[O:4] |f:2.3.4,5.6.7.8|. The reactants are C(=O)C=1C=C2C(=C(C=NC2=CC1)C#N)OCCOC (6-formyl-4-(2-methoxy-ethoxy)-quinoline-3-carbonitrile), C1(CC1)NC=1SCC(N1)=O (2-cyclopropylamino-thiazol-4-one), C(C)(=O)[O-].[Na+] (sodium acetate). The solvent is C(C)(=O)O (acetic acid). The product is C1(CC1)NC=1S\C(\C(N1)=O)=C/C=1C=C2C(=C(C=NC2=CC1)C#N)OCCOC (6-[2-cyclopropylamino-4-oxo-4H-thiazol-(5Z)-ylidenemethyl]-4-(2-methoxy-ethoxy)-quinoline-3-carbonitrile). RXN SMILES: [CH:1]([C:3]1[CH:4]=[C:5]2[C:10](=[CH:11][CH:12]=1)[N:9]=[CH:8][C:7]([C:13]#[N:14])=[C:6]2[O:15][CH2:16][CH2:17][O:18][CH3:19])=O.[CH:20]1([NH:23][C:24]2[S:25][CH2:26][C:27](=[O:29])[N:28]=2)[CH2:22][CH2:21]1.C([O-])(=O)C.[Na+]>C(O)(=O)C>[CH:20]1([NH:23][C:24]2[S:25]/[C:26](=[CH:1]\[C:3]3[CH:4]=[C:5]4[C:10](=[CH:11][CH:12]=3)[N:9]=[CH:8][C:7]([C:13]#[N:14])=[C:6]4[O:15][CH2:16][CH2:17][O:18][CH3:19])/[C:27](=[O:29])[N:28]=2)[CH2:22][CH2:21]1 |f:2.3|. Procedure: Similar procedure as described in example 28c was used, starting from 6-formyl-4-(2-methoxy-ethoxy)-quinoline-3-carbonitrile (example 77b), 2-cyclopropylamino-thiazol-4-one (example 37c), sodium acetate and acetic acid to give 6-[2-cyclopropylamino-4-oxo-4H-thiazol-(5Z)-ylidenemethyl]-4-(2-methoxy-ethoxy)-quinoline-3-carbonitrile. LC-MS m/e 395 (MH+). Starting materials: [N+](=O)([O-])C1=C2C(C=3CCCCC3C(C2=CC=C1)=O)=O (5-nitrotetrahydroanthraquinone), [OH-].[Na+] (sodium hydroxide), resultant solution. The solvent is C(C)O (ethanol). Conditions: time 3 hour. Product: NC1=CC=CC=2C(C3=CC=CC=C3C(C12)=O)=O (1-aminoanthraquinone). As a reaction SMILES: [N+:1]([C:4]1[CH:17]=[CH:16][CH:15]=[C:14]2[C:5]=1[C:6](=[O:19])[C:7]1[CH2:8][CH2:9][CH2:10][CH2:11][C:12]=1[C:13]2=[O:18])([O-])=O.[OH-].[Na+]>C(O)C>[NH2:1][C:4]1[C:5]2[C:6](=[O:19])[C:7]3[C:12](=[CH:11][CH:10]=[CH:9][CH:8]=3)[C:13](=[O:18])[C:14]=2[CH:15]=[CH:16][CH:17]=1 |f:1.2|. Procedure: 100 parts by weight of 5-nitrotetrahydroanthraquinone is added to and suspended in 1500 parts by weight of ethanol, to which is added 38.5 parts by weight of a 40 wt% sodium hydroxide aqueous solution, followed by agitation at about 75°C for 3 hours. Then, the resultant solution is cooled down to about 10°C, followed by filtration, washing with water and dripping. The resulting wet cake is then introduced into 1500 parts by weight of water for suspension, into which is dropped 990 parts by weigh... RXN SMILES: [CH3:10][c:11]1[n:12][c:13](-[c:19]2[cH:20][n:21][cH:22][cH:23][cH:24]2)[s:14][c:15]1[CH2:16][CH2:17][OH:18].[Na+:26].[OH-:25].[OH2:27].[OH:1][N+:2]([O-:3])=[O:4].[S:5](=[O:6])(=[O:7])([OH:8])[OH:9]>>[O:1]=[N+:2]([O-:3])[O:4][CH2:17][CH2:16][c:15]1[c:11]([CH3:10])[n:12][c:13](-[c:19]2[cH:20][n:21][cH:22][cH:23][cH:24]2)[s:14]1. Starting materials: Cc1nc(-c2cccnc2)sc1CCO, [Na+], [OH-], O, O=[N+]([O-])O, O=S(=O)(O)O. The product is Cc1nc(-c2cccnc2)sc1CCO[N+](=O)[O-]. The reactants are CC1=NN(C(=N1)C)C1=CC(=NC(=N1)S(=O)(=O)C)[C@H]1[C@@H](C1)C1=NC2=C(N1C)C=CC=C2 (trans-2-(2-(6-(3,5-dimethyl-1H-1,2,4-triazol-1-yl)-2-(methylsulfonyl)pyrimidin-4-yl)cyclopropyl)-1-methyl-1H-benzo[d]imidazole), [OH-].[Na+] (NaOH), O (H2O), Cl (HCl). Solvent: O1CCOCC1 (1,4-dioxane). Reaction conditions: time 1 hour. Yields the product CC1=NN(C(=N1)C)C1=NC(=NC(=C1)[C@H]1[C@@H](C1)C1=NC2=C(N1C)C=CC=C2)O (trans-4-(3,5-dimethyl-1H-1,2,4-triazol-1-yl)-6-(2-(1-methyl-1H-benzo[d]imidazol-2-yl)cyclopropyl)pyrimidin-2-ol). Reaction SMILES: [CH3:1][C:2]1[N:6]=[C:5]([CH3:7])[N:4]([C:8]2[N:13]=[C:12](S(C)(=O)=O)[N:11]=[C:10]([C@@H:18]3[CH2:20][C@H:19]3[C:21]3[N:25]([CH3:26])[C:24]4[CH:27]=[CH:28][CH:29]=[CH:30][C:23]=4[N:22]=3)[CH:9]=2)[N:3]=1.[OH-:31].[Na+].O.Cl>O1CCOCC1>[CH3:1][C:2]1[N:6]=[C:5]([CH3:7])[N:4]([C:8]2[CH:9]=[C:10]([C@@H:18]3[CH2:20][C@H:19]3[C:21]3[N:25]([CH3:26])[C:24]4[CH:27]=[CH:28][CH:29]=[CH:30][C:23]=4[N:22]=3)[N:11]=[C:12]([OH:31])[N:13]=2)[N:3]=1 |f:1.2|. Reported procedure: To a solution of trans-2-(2-(6-(3,5-dimethyl-1H-1,2,4-triazol-1-yl)-2-(methylsulfonyl)pyrimidin-4-yl)cyclopropyl)-1-methyl-1H-benzo[d]imidazole (1-6, 33.0 mg, 0.077 mmol, 1.0 eq.) in 1,4-dioxane (0.8 mL) was added 2 M NaOH in H2O (0.39 mL, 0.78 mmol, 10 eq.), and the resulting mixture was stirred at ambient temperature for 1 hour. The reaction mixture was neutralized by the addition of aqueous concentrated HCl and the resulting precipitate was filtered, washed with 1,4-dioxane (2.0 mL) and dried... Yields the product CCCCC1CCN(CCn2c(=O)sc3ccccc32)CC1. As a reaction SMILES: [CH2:14]([CH2:15][CH2:16][CH3:17])[CH:18]1[CH2:19][CH2:20][NH:21][CH2:22][CH2:23]1.[Cl:1][CH2:2][CH2:3][n:4]1[c:5](=[O:13])[s:6][c:7]2[c:8]1[cH:9][cH:10][cH:11][cH:12]2>>[CH2:2]([CH2:3][n:4]1[c:5](=[O:13])[s:6][c:7]2[c:8]1[cH:9][cH:10][cH:11][cH:12]2)[N:21]1[CH2:20][CH2:19][CH:18]([CH2:14][CH2:15][CH2:16][CH3:17])[CH2:23][CH2:22]1. Reactants: CCCCC1CCNCC1, O=c1sc2ccccc2n1CCCl. Starting materials: CC1=CC(=NO1)C=O (5-methyl-3-formyl-isoxazole), Cl.NN1C(NCC1)=O (1-amino-2-oxo-imidazolidine hydrochloride). Solvent: O (water). Run at time 90 minute. Product: CC1=CC(=NO1)C=NN1C(NCC1)=O (1-(5-methyl-isoxazol-3-yl-methyleneamino)-2-oxo-imidazolidine). Reaction SMILES: [CH3:1][C:2]1[O:6][N:5]=[C:4]([CH:7]=O)[CH:3]=1.Cl.[NH2:10][N:11]1[CH2:15][CH2:14][NH:13][C:12]1=[O:16]>O>[CH3:1][C:2]1[O:6][N:5]=[C:4]([CH:7]=[N:10][N:11]2[CH2:15][CH2:14][NH:13][C:12]2=[O:16])[CH:3]=1 |f:1.2|. Procedure: 14.0 pts. by wt. of 5-methyl-3-formyl-isoxazole are reacted with 25.6 pts. by wt. of 1-amino-2-oxo-imidazolidine hydrochloride in 100 pts. by vol. of water as in Example 25.1. After 90 minutes, the precipitate is filtered off, washed with water, dried and recrystallised from absolute acetonitrile. 12.5 pts. by wt. of 1-(5-methyl-isoxazol-3-yl-methyleneamino)-2-oxo-imidazolidine of melting point 195°-7° C. are obtained. Starting materials: C(#N)C=1C=C(C=O)C=CC1 (3-cyanobenzaldehyde), C(CC(=O)C)(=O)OCC (ethyl acetoacetate), NC1=CC(=NC(=N1)N1CCOCC1)N1CCOCC1 (6-amino-2,4-dimorpholino-pyrimidine). The solvent is C(C)O (ethanol). Product: O1CCN(CC1)C=1N=C(C2=C(N1)NC(=C(C2C2=CC(=CC=C2)C#N)C(=O)OCC)C)N2CCOCC2 (Ethyl 2,4-dimorpholino-7-methyl-5-(3-cyanophenyl)-5,8-dihydro-pyrido[2,3-d]pyrimidine-6-carboxylate). RXN SMILES: [C:1]([C:3]1[CH:4]=[C:5]([CH:8]=[CH:9][CH:10]=1)[CH:6]=O)#[N:2].[C:11]([O:17][CH2:18][CH3:19])(=[O:16])[CH2:12][C:13]([CH3:15])=O.[NH2:20][C:21]1[N:26]=[C:25]([N:27]2[CH2:32][CH2:31][O:30][CH2:29][CH2:28]2)[N:24]=[C:23]([N:33]2[CH2:38][CH2:37][O:36][CH2:35][CH2:34]2)[CH:22]=1>C(O)C>[O:30]1[CH2:29][CH2:28][N:27]([C:25]2[N:24]=[C:23]([N:33]3[CH2:34][CH2:35][O:36][CH2:37][CH2:38]3)[C:22]3[CH:6]([C:5]4[CH:8]=[CH:9][CH:10]=[C:3]([C:1]#[N:2])[CH:4]=4)[C:12]([C:11]([O:17][CH2:18][CH3:19])=[O:16])=[C:13]([CH3:15])[NH:20][C:21]=3[N:26]=2)[CH2:32][CH2:31]1. Reported procedure: 0.8 g (6 mmol) of 3-cyanobenzaldehyde, 0.8 g (6 mmol) of ethyl acetoacetate and 1.6 g (6 mmol) of 6-amino-2,4-dimorpholino-pyrimidine were heated together in 20 ml of ethanol for 15 hours under reflux. The reaction mixture was then cooled, and the precipitated product was filtered off with suction and recrystallized from a little ethanol, melting point: 210° C. Yield: 1.8 g (61%). The reactants are BrC=1C=C(C(=O)OC)C=CC1I (methyl 3-bromo-4-iodobenzoate), COC1=C(C(=CC=C1)OC)B(O)O (2,6-dimethoxyphenyl boronic acid), aqueous solution, C([O-])([O-])=O.[Cs+].[Cs+] (caesium carbonate). The reagents and catalysts are C=1C=CC(=CC1)[P](C=2C=CC=CC2)(C=3C=CC=CC3)[Pd]([P](C=4C=CC=CC4)(C=5C=CC=CC5)C=6C=CC=CC6)([P](C=7C=CC=CC7)(C=8C=CC=CC8)C=9C=CC=CC9)[P](C=1C=CC=CC1)(C=1C=CC=CC1)C=1C=CC=CC1 (Pd(PPh3)4). Run in CN(C)C=O (DMF). Run at temperature 85 celsius. Product: BrC1=C(C=CC(=C1)C(=O)OC)C1=C(C=CC=C1OC)OC (methyl 2-bromo-2′,6′-dimethoxybiphenyl-4-carboxylate). Yield: 55.9%. As a reaction SMILES: [Br:1][C:2]1[CH:3]=[C:4]([CH:9]=[CH:10][C:11]=1I)[C:5]([O:7][CH3:8])=[O:6].[CH3:13][O:14][C:15]1[CH:20]=[CH:19][CH:18]=[C:17]([O:21][CH3:22])[C:16]=1B(O)O.C(=O)([O-])[O-].[Cs+].[Cs+]>CN(C=O)C.C1C=CC([P]([Pd]([P](C2C=CC=CC=2)(C2C=CC=CC=2)C2C=CC=CC=2)([P](C2C=CC=CC=2)(C2C=CC=CC=2)C2C=CC=CC=2)[P](C2C=CC=CC=2)(C2C=CC=CC=2)C2C=CC=CC=2)(C2C=CC=CC=2)C2C=CC=CC=2)=CC=1>[Br:1][C:2]1[CH:3]=[C:4]([C:5]([O:7][CH3:8])=[O:6])[CH:9]=[CH:10][C:11]=1[C:16]1[C:15]([O:14][CH3:13])=[CH:20][CH:19]=[CH:18][C:17]=1[O:21][CH3:22] |f:2.3.4,^1:40,42,61,80|. Procedure details: Stir a solution of 4.84 g (14.2 mmol) of methyl 3-bromo-4-iodobenzoate (J. Med. Chem., 1999, 42, 4088) and 3.88 g (21.29 mmol) of 2,6-dimethoxyphenyl boronic acid in 120 mL of DMF and 14.2 mL of a 2M aqueous solution of caesium carbonate for 15 minutes under argon, then add 984 mg (0.85 mmol) of Pd(PPh3)4 and heat for 2.5 h at 85° C. After concentration under reduced pressure, distribute the residue obtained in 600 mL of a 1:1 DCM/water mixture. Wash the organic phase with 100 mL of water, dry o... Reactants: FC(C1=CC=C(C=C1)C1COCC=2C(NC(OC21)=O)=O)(F)F (8-(4-(trifluoromethyl)phenyl)-7,8-dihydropyrano[3,4-e][1,3]oxazine-2,4(3H,5H)-dione), [OH-].[NH4+] (ammonium hydroxide). Yields the product FC(C1=CC=C(C=C1)C1COCC2=C1NC(NC2=O)=O)(F)F (8-(4-(trifluoromethyl)phenyl)-7,8-dihydro-1H-pyrano[4,3-d]pyrimidine-2,4(3H,5H)-dione). RXN SMILES: [F:1][C:2]([F:22])([F:21])[C:3]1[CH:8]=[CH:7][C:6]([CH:9]2[C:18]3[O:17][C:16](=O)[NH:15][C:14](=[O:20])[C:13]=3[CH2:12][O:11][CH2:10]2)=[CH:5][CH:4]=1.[OH-].[NH4+:24]>>[F:1][C:2]([F:22])([F:21])[C:3]1[CH:8]=[CH:7][C:6]([CH:9]2[C:18]3[NH:24][C:16](=[O:17])[NH:15][C:14](=[O:20])[C:13]=3[CH2:12][O:11][CH2:10]2)=[CH:5][CH:4]=1 |f:1.2|. Reported procedure: 8-(4-(trifluoromethyl)phenyl)-7,8-dihydropyrano[3,4-e][1,3]oxazine-2,4(3H,5H)-dione (Intermediate Z(3)) was reacted as described in Intermediate X(4) with ammonium hydroxide to give 8-(4-(trifluoromethyl)phenyl)-7,8-dihydro-1H-pyrano[4,3-d]pyrimidine-2,4(3H,5H)-dione (Intermediate Z(4)). LC-MS (M−H)+=313.1.